This data is from the Open Reaction Database (ORD), a public repository of structured organic reaction records. The task is: describe an organic reaction: reactants, conditions, products, and yield Reactants: [C]=O (carbon monoxide), C(=O)(O)CN1C(CN(C(C1)=O)CC(=O)O)=O (N,N′-bis(carboxymethyl)-2,5-diketopiperazine), FC(S(=O)(=O)O)(F)F (trifluoromethanesulfonic acid), O1P2OP3OP1OP(O2)O3 (tetraphosphorus hexaoxide). Run in O (water). Run at temperature 75 celsius, time 16 hour. The product is P(=O)(O)(O)CN1C(CN(C(C1)=O)CP(=O)(O)O)=O (N,N′-bis(phosphonomethyl)-2,5-diketopiperazine). As a reaction SMILES: C([CH2:4][N:5]1[CH2:10][C:9](=[O:11])[N:8]([CH2:12]C(O)=O)[CH2:7][C:6]1=[O:16])(O)=O.FC(F)(F)S(O)(=O)=O.O1P2[O:31][P:32]3[O:34]P(O2)OP1[O:33]3.[C]=O>O>[P:32]([CH2:4][N:5]1[CH2:10][C:9](=[O:11])[N:8]([CH2:12][P:32]([OH:31])([OH:33])=[O:34])[CH2:7][C:6]1=[O:16])([OH:34])([OH:33])=[O:31] |^3:34|. Procedure details: In a round-bottom flask equipped with a mechanical stirrer, a thermometer, a condenser 4.00 g (17.2 mmole) N,N′-bis(carboxymethyl)-2,5-diketopiperazine was mixed with 25 ml trifluoromethanesulfonic acid. Subsequently, the reaction mixture was heated to 75° C. and 1.89 g (8.6 mmole) tetraphosphorus hexaoxide was added slowly. Afterwards the reaction mixture was stirred for 16 hour at 75° C. During the addition and during the reaction time the evolution of carbon monoxide was observed. At ambient ... Reactants: OC[C@@H]1OC(O[C@H]1CO)C1=CC=CC=C1 ((4S,5S)-4,5-dihydroxymethyl-2-phenyl-1,3-dioxolan), [OH-].[K+] (KOH), C(C1=CC=CC=C1)Br (benzyl bromide). Reaction conditions: temperature 80 celsius, time 15 hour. Product: C(C1=CC=CC=C1)OC[C@@H]1OC(O[C@H]1COCC1=CC=CC=C1)C1=CC=CC=C1 ((4S,5S)-4,5-dibenzyloxymethyl-2-phenyl-1,3-dioxolan). RXN SMILES: [OH:1][CH2:2][C@H:3]1[C@H:7]([CH2:8][OH:9])[O:6][CH:5]([C:10]2[CH:15]=[CH:14][CH:13]=[CH:12][CH:11]=2)[O:4]1.[OH-].[K+].[CH2:18](Br)[C:19]1[CH:24]=[CH:23][CH:22]=[CH:21][CH:20]=1>>[CH2:18]([O:9][CH2:8][C@H:7]1[C@H:3]([CH2:2][O:1][CH2:5][C:10]2[CH:15]=[CH:14][CH:13]=[CH:12][CH:11]=2)[O:4][CH:5]([C:10]2[CH:15]=[CH:14][CH:13]=[CH:12][CH:11]=2)[O:6]1)[C:19]1[CH:24]=[CH:23][CH:22]=[CH:21][CH:20]=1 |f:1.2|. Procedure: 15 g (71.4 mMol) (4S,5S)-4,5-dihydroxymethyl-2-phenyl-1,3-dioxolan are rendered completely anhydrous by evaporating 2× with 300 ml toluene and the oil remaining in the reaction vessel is dissolved in 150 ml toluene, 30 g powdered KOH (535 mMol) and 71.5 g (418 mMol) benzyl bromide are added and the reaction mixture stirred for 15 hours at 80° C. The mixture is cooled, the remaining toluene-phase decanted, and the inorganic component removed from the residual phase by stirring 2× with 200 ml tolu... The reactants are O (water), [H-].[Na+] (sodium hydride), CI (methyl iodide), C(CCCCC)C=1C=C2CCC(C2=CC1OC)=O (5-hexyl-6-methoxyindan-1-one), CN(C=O)C (dimethylformamide), CI (methyl iodide), [H-].[Na+] (sodium hydride), CN(C=O)C (dimethylformamide). Conditions: temperature 25 celsius, time 16 hour. Product: C(CCCCC)C=1C=C2CC(C(C2=CC1OC)=O)(C)C (5-hexyl-6-methoxy-2,2-dimethylindan-1-one). Reaction SMILES: [CH2:1]([C:7]1[CH:8]=[C:9]2[C:13](=[CH:14][C:15]=1[O:16][CH3:17])[C:12](=O)[CH2:11][CH2:10]2)[CH2:2][CH2:3][CH2:4][CH2:5][CH3:6].[H-].[Na+].[CH3:21]I.O.CN(C)[CH:26]=[O:27]>>[CH2:1]([C:7]1[CH:8]=[C:9]2[C:13](=[CH:14][C:15]=1[O:16][CH3:17])[C:26](=[O:27])[C:11]([CH3:12])([CH3:21])[CH2:10]2)[CH2:2][CH2:3][CH2:4][CH2:5][CH3:6] |f:1.2|. Reported procedure: 5 g (0.02 mol) of 5-hexyl-6-methoxyindan-1-one dissolved in 20 ml of dimethylformamide are added dropwise to a suspension of 1.8 g (0.04 mol) of sodium hydride in 20 ml of dimethylformamide at 25° C. The mixture is stirred for 15 minutes at this temperature, and 11.4 g (0.1 mol) of methyl iodide are then added, while maintaining the temperature below 30° C. The reaction medium is stirred for 16 hours at 25° C. A further 0.9 g (0.0375 mol) of sodium hydride is added, and 15 minutes later 11.4 g (... Reactants: CC(=O)CC(=O)Nc1ccccc1, O=N[O-], [Na+], [Na+], [OH-], O=S(=O)(O)O. Product: O=C(C=NO)Nc1ccccc1. Reaction SMILES: [C:1]([CH2:2][C:3]([CH3:4])=[O:5])(=[O:6])[NH:7][c:8]1[cH:9][cH:10][cH:11][cH:12][cH:13]1.[N:14](=[O:15])[O-:16].[Na+:17].[Na+:24].[OH-:23].[S:18](=[O:19])(=[O:20])([OH:21])[OH:22]>>[C:1]([CH:2]=[N:14][OH:15])(=[O:6])[NH:7][c:8]1[cH:9][cH:10][cH:11][cH:12][cH:13]1. Reactants: Br, CCOC(=O)c1cnc(N)s1, [Cu], O=N[O-], [Na+], O, O=[N+]([O-])O, O=P(O)(O)O. The product is CCOC(=O)c1cnc(Br)s1. Reaction SMILES: [BrH:20].[CH2:1]([CH3:2])[O:3][C:4](=[O:5])[c:6]1[cH:7][n:8][c:9]([NH2:11])[s:10]1.[Cu:27].[N:16]([O-:17])=[O:18].[Na+:19].[OH2:26].[OH:12][N+:13](=[O:14])[O-:15].[P:21](=[O:22])([OH:23])([OH:24])[OH:25]>>[CH2:1]([CH3:2])[O:3][C:4](=[O:5])[c:6]1[cH:7][n:8][c:9]([Br:20])[s:10]1. Starting materials: 1-oxa-4,9-diaza-spiro[5.5]undecan-3-ones, N (ammonia), 4-methylenepiperidine epoxides, O1CC12CCN(CC2)C(=O)OCC2=CC=CC=C2 (benzyl 1-oxa-6-aza-spiro[2.5]octane-6-carboxylate). The product is NCC1(CCNCC1)O (4-aminomethyl-4-hydroxypiperidine). RXN SMILES: [O:1]1[C:3]2([CH2:8][CH2:7][N:6](C(OCC3C=CC=CC=3)=O)[CH2:5][CH2:4]2)[CH2:2]1.[NH3:19]>>[NH2:19][CH2:2][C:3]1([OH:1])[CH2:8][CH2:7][NH:6][CH2:5][CH2:4]1. Procedure: The synthesis of 1-oxa-4,9-diaza-spiro[5.5]undecan-3-ones is described in Scheme 8A (see R. D. Clark, J. M. Caroon, D. B. Repke, A. M. Strosberg, S. M. Bitter, M. D. Okada, A. D. Michel, R. L. Whiting, J. Med. Chem. 1983, 26, 855). N-protected 4-methylenepiperidine epoxides like benzyl 1-oxa-6-aza-spiro[2.5]octane-6-carboxylate are opened by heating with a methanolic solution of ammonia to give the corresponding 4-aminomethyl-4-hydroxypiperidine. The spiro-bicyclic nucleus is formed by the follo...